describe an organic reaction: reactants, conditions, products, and yield From a dataset of the Open Reaction Database (ORD), a public repository of structured organic reaction records. The reactants are ClC1=NC=CC(=N1)C1=CC=C(C=C1)CC(C)C (2-Chloro-4-(4-isobutyl-phenyl)-pyrimidine), NCCC1=CC(=C(C=C1)O)OC (4-(2-Amino-ethyl)-2-methoxy-phenol), 378. The product is C(C(C)C)C1=CC=C(C=C1)C1=NC(=NC=C1)NCCC1=CC(=C(C=C1)O)OC (4-{2-[4-(4-Isobutyl-phenyl)-pyrimidin-2-ylamino]-ethyl}-2-methoxy-phenol). Reaction SMILES: Cl[C:2]1[N:7]=[C:6]([C:8]2[CH:13]=[CH:12][C:11]([CH2:14][CH:15]([CH3:17])[CH3:16])=[CH:10][CH:9]=2)[CH:5]=[CH:4][N:3]=1.[NH2:18][CH2:19][CH2:20][C:21]1[CH:26]=[CH:25][C:24]([OH:27])=[C:23]([O:28][CH3:29])[CH:22]=1>>[CH2:14]([C:11]1[CH:12]=[CH:13][C:8]([C:6]2[CH:5]=[CH:4][N:3]=[C:2]([NH:18][CH2:19][CH2:20][C:21]3[CH:26]=[CH:25][C:24]([OH:27])=[C:23]([O:28][CH3:29])[CH:22]=3)[N:7]=2)=[CH:9][CH:10]=1)[CH:15]([CH3:17])[CH3:16]. Procedure details: Intermediate 49 was coupled with 4-(2-Amino-ethyl)-2-methoxy-phenol following procedure F. LC-MS showed the product had the expected M+H+ of 378. 1H NMR (Varian 300 MHz, CDCl3, shifts relative to the solvent peak at 7.24 ppm) δ 8.3 (m, 1H) 7.99 (d, 2H) 7.25 (d, 2H) 6.95 (d, 1H) 6.85 (m, 1H) 6.74 (m, 2H) 5.5 (br s, 1H) 3.8 (s, 3H) 3.75 (m, 2H) 2.87 (t, 2H) 2.52 (t, 2H) 1.88 (m, 1H) 0.9 (d, 6H).